Dataset: the Open Reaction Database (ORD), a public repository of structured organic reaction records. Task: describe an organic reaction: reactants, conditions, products, and yield The reactants are FC=1C=CC2=C(N(C(=N2)[C@H](C)N)C2=NC=CC=C2)C1 ((S)-1-(6-fluoro-1-pyridin-2-yl-1H-benzoimidazol-2-yl)ethylamine), NC1=NC=NC(=C1C#N)Cl (4-amino-6-chloropyrimidine-5-carbonitrile), CCN(C(C)C)C(C)C (DIPEA). Solvent: CC(C)O (IPA). Reaction conditions: temperature 90 celsius. Product: NC1=NC=NC(=C1C#N)N[C@@H](C)C1=NC2=C(N1C1=NC=CC=C1)C=C(C=C2)F (4-Amino-6-[(S)-1-(6-fluoro-1-pyridin-2-yl-1H-benzoimidazol-2-yl)-ethylamino]-pyrimidine-5-carbonitrile). Yield: 71.6%. RXN SMILES: [F:1][C:2]1[CH:3]=[CH:4][C:5]2[N:9]=[C:8]([C@@H:10]([NH2:12])[CH3:11])[N:7]([C:13]3[CH:18]=[CH:17][CH:16]=[CH:15][N:14]=3)[C:6]=2[CH:19]=1.[NH2:20][C:21]1[C:26]([C:27]#[N:28])=[C:25](Cl)[N:24]=[CH:23][N:22]=1.CCN(C(C)C)C(C)C>CC(O)C>[NH2:20][C:21]1[C:26]([C:27]#[N:28])=[C:25]([NH:12][C@H:10]([C:8]2[N:7]([C:13]3[CH:18]=[CH:17][CH:16]=[CH:15][N:14]=3)[C:6]3[CH:19]=[C:2]([F:1])[CH:3]=[CH:4][C:5]=3[N:9]=2)[CH3:11])[N:24]=[CH:23][N:22]=1. Reported procedure: A mixture of (S)-1-(6-fluoro-1-pyridin-2-yl-1H-benzoimidazol-2-yl)ethylamine (281 mg, 1.1 mmol), 4-amino-6-chloropyrimidine-5-carbonitrile (170 mg, 1.1 mmol) and DIPEA (1 mL, 5.5 mmol) in IPA (2 mL) was heated for 16 h at 90° C. After cooling to RT, the volatiles were removed under reduced pressure and the resulting residue loaded onto an Isolute® SCX-2 cartridge. The cartridge was washed with MeOH followed by 2M NH3/MeOH. The basic fractions were combined, concentrated in vacuo and the resultin...